Dataset: the Open Reaction Database (ORD), a public repository of structured organic reaction records. Task: describe an organic reaction: reactants, conditions, products, and yield Procedure details: In 150 ml of methanol, 2.2 g of 1-(3,4-dimethoxybenzoylmethyl)-4-(3,4-dihydro-2,2-dioxo-1H-2,1,3-benzothiadiazin-3-yl)-piperidine is suspended. While this suspension is stirred at room temperature, 1.0 g of sodium borohydride is added thereto by portions over a period of four hours. The mixture is stirred overnight at room temperature and 400 mg of sodium borohydride is added thereto. Then, the mixture is stirred overnight. The reaction solution is concentrated under reduced pressure. The residu... Solvent: CO (methanol). Isolated yield 65.6%. Yields the product COC=1C=C(C=CC1OC)C(CN1CCC(CC1)N1S(NC2=C(C1)C=CC=C2)(=O)=O)O (1-[2-(3,4-dimethoxyphenyl)-2-hydroxyethyl]-4-(3,4-dihydro-2,2-dioxo-1H-2,1,3-benzothiadiazin- 3-yl)-piperidine). The reactants are COC=1C=C(C(=O)CN2CCC(CC2)N2S(NC3=C(C2)C=CC=C3)(=O)=O)C=CC1OC (1-(3,4-dimethoxybenzoylmethyl)-4-(3,4-dihydro-2,2-dioxo-1H-2,1,3-benzothiadiazin-3-yl)-piperidine), [BH4-].[Na+] (sodium borohydride), [BH4-].[Na+] (sodium borohydride). Reaction conditions: time 4 hour. As a reaction SMILES: [CH3:1][O:2][C:3]1[CH:4]=[C:5]([CH:27]=[CH:28][C:29]=1[O:30][CH3:31])[C:6]([CH2:8][N:9]1[CH2:14][CH2:13][CH:12]([N:15]2[CH2:20][C:19]3[CH:21]=[CH:22][CH:23]=[CH:24][C:18]=3[NH:17][S:16]2(=[O:26])=[O:25])[CH2:11][CH2:10]1)=[O:7].[BH4-].[Na+]>CO>[CH3:1][O:2][C:3]1[CH:4]=[C:5]([CH:6]([OH:7])[CH2:8][N:9]2[CH2:10][CH2:11][CH:12]([N:15]3[CH2:20][C:19]4[CH:21]=[CH:22][CH:23]=[CH:24][C:18]=4[NH:17][S:16]3(=[O:25])=[O:26])[CH2:13][CH2:14]2)[CH:27]=[CH:28][C:29]=1[O:30][CH3:31] |f:1.2|. The reactants are S(=O)(=O)(O)O.COC(N)=N (O-methylisourea hydrogen sulfate), [OH-].[Ca+2].[OH-] (calcium hydroxide), C(C)(=O)C1C(=O)OCC1 (2-acetylbutyrolactone). The solvent is C(C)O (ethanol), O (water). Run at time 2 day. The product is COC1=NC(=C(C(N1)=O)CCO)C (2-methoxy-5-(2-hydroxyethyl)-6-methyl-3H-pyrimidin-4-one). Reaction SMILES: S(O)(O)(=O)=O.[CH3:6][O:7][C:8](=[NH:10])[NH2:9].[OH-].[Ca+2].[OH-].[C:14]([CH:17]1[CH2:22][CH2:21][O:20][C:18]1=[O:19])(=O)[CH3:15]>O.C(O)C>[CH3:6][O:7][C:8]1[NH:9][C:18](=[O:19])[C:17]([CH2:22][CH2:21][OH:20])=[C:14]([CH3:15])[N:10]=1 |f:0.1,2.3.4|. Reported procedure: To a solution of O-methylisourea hydrogen sulfate (17.2 g, 0.1 mol) in water (90 ml) was added calcium hydroxide (8.14 g, 0.11 mol) followed by a solution of 2-acetylbutyrolactone (10.7 ml, 0.1 mol) in ethanol (70 ml). The mixture was stirred at room temperature for two days, filtered and washed with ethanol. The filtrate was concentrated in vaccuum and purified by flash chromatografy (dichloromethane/methanol=95/5). Yield 2.6 g (14%) of a white solid. Starting materials: CCNCC(C)(C)C, ClCCCl, COc1ccc2c(C(=O)C(C)(C)C)nn(CC(=O)O)c2c1, CCN(C(C)C)C(C)C, Cl, CN(C)C=O, On1nnc2ccccc21. Product: CCN(CC(C)(C)C)C(=O)Cn1nc(C(=O)C(C)(C)C)c2ccc(OC)cc21. RXN SMILES: [CH2:33]([CH3:34])[NH:35][CH2:36][C:37]([CH3:38])([CH3:39])[CH3:40].[CH2:55]([Cl:56])[CH2:57][Cl:58].[CH3:1][C:2]([C:3](=[O:4])[c:5]1[n:6][n:7]([CH2:16][C:17](=[O:18])[OH:19])[c:8]2[cH:9][c:10]([O:14][CH3:15])[cH:11][cH:12][c:13]12)([CH3:20])[CH3:21].[CH:41]([N:42]([CH2:43][CH3:44])[CH:45]([CH3:46])[CH3:47])([CH3:48])[CH3:49].[ClH:32].[O:50]=[CH:51][N:52]([CH3:53])[CH3:54].[OH:22][n:23]1[c:24]2[c:25]([cH:26][cH:27][cH:28][cH:29]2)[n:30][n:31]1>>[CH3:1][C:2]([C:3](=[O:4])[c:5]1[n:6][n:7]([CH2:16][C:17](=[O:18])[N:35]([CH2:33][CH3:34])[CH2:36][C:37]([CH3:38])([CH3:39])[CH3:40])[c:8]2[cH:9][c:10]([O:14][CH3:15])[cH:11][cH:12][c:13]12)([CH3:20])[CH3:21]. Starting materials: C(C)(=O)OC(C)=O (Acetic anhydride), OC(=O)C(F)(F)F.FC1=C(C=CC(=C1)F)C(C1CCN(CC1)C=1N=C2C(=NC1NC(C)C)CNCC2)F (2-(4-((2,4-difluorophenyl)fluoromethyl)piperidin-1-yl)-N-isopropyl-5,6,7,8-tetrahydropyrido[3,4-b]pyrazin-3-amine TFA salt), N1=CC=CC=C1 (pyridine). The solvent is C(Cl)Cl (DCM). Conditions: time 1 hour. The product is FC1=C(C=CC(=C1)F)C(C1CCN(CC1)C=1N=C2C(=NC1NC(C)C)CN(CC2)C(C)=O)F (1-(2-(4-((2,4-difluorophenyl)fluoromethyl)piperidin-1-yl)-3-(isopropylamino)-7,8-dihydropyrido[3,4-b]pyrazin-6(5H)-yl)ethanone), C(=O)(C(F)(F)F)O (TFA). The yield is 464.5%. As a reaction SMILES: C(O[C:5](=[O:7])[CH3:6])(=O)C.[OH:8][C:9]([C:11]([F:14])([F:13])[F:12])=[O:10].[F:15][C:16]1[CH:21]=[C:20]([F:22])[CH:19]=[CH:18][C:17]=1[CH:23]([F:44])[CH:24]1[CH2:29][CH2:28][N:27]([C:30]2[N:31]=[C:32]3[CH2:43][CH2:42][NH:41][CH2:40][C:33]3=[N:34][C:35]=2[NH:36][CH:37]([CH3:39])[CH3:38])[CH2:26][CH2:25]1.N1C=CC=CC=1>C(Cl)Cl>[F:15][C:16]1[CH:21]=[C:20]([F:22])[CH:19]=[CH:18][C:17]=1[CH:23]([F:44])[CH:24]1[CH2:29][CH2:28][N:27]([C:30]2[N:31]=[C:32]3[CH2:43][CH2:42][N:41]([C:5](=[O:7])[CH3:6])[CH2:40][C:33]3=[N:34][C:35]=2[NH:36][CH:37]([CH3:39])[CH3:38])[CH2:26][CH2:25]1.[C:9]([OH:10])([C:11]([F:14])([F:13])[F:12])=[O:8] |f:1.2|. Reported procedure: Acetic anhydride (5 μL, 0.054 mmol) was added to a solution of 2-(4-((2,4-difluorophenyl)fluoromethyl)piperidin-1-yl)-N-isopropyl-5,6,7,8-tetrahydropyrido[3,4-b]pyrazin-3-amine TFA salt (14.3 mg, 0.027 mmol) and pyridine (6.5 μL, 0.080 mmol) in DCM (270 μL) at rt. After 1 h, the mixture was purified by HPLC Method A to give the title compound as a TFA salt (14.3 mg, 93%) as a yellow film. 1H NMR (400 MHz, methanol-d4, mixture of rotamers) δ ppm 1.23-1.31 (m, 6H), 1.45 (d, J=12.9 Hz, 1H), 1.53-1.... The reactants are FC1=CC=C(C(=O)\C(\C#N)=C\C=2C=C3C(=NNC3=CC2F)C)C=C1 ((2E)-2-(4-fluorobenzoyl)-3-(6-fluoro-3-methyl-1H-indazol-5-yl)-prop-2-enenitrile), NC(=CC#N)C(F)F (3-amino-4,4-difluorobut-2-enenitrile), C(C)(=O)O (acetic acid). Solvent: CC(C)O (2-propanol). Conditions: time 6 hour. Product: FC(C=1NC(=C(C(C1C#N)C=1C=C2C(=NNC2=CC1F)C)C#N)C1=CC=C(C=C1)F)F (2-(Difluoromethyl)-4-(6-fluoro-3-methyl-1H-indazol-5-yl)-6-(4-fluorophenyl)-1,4-dihydropyridine-3,5-dicarbonitrile). RXN SMILES: [F:1][C:2]1[CH:24]=[CH:23][C:5]([C:6](/[C:8](=[CH:11]/[C:12]2[CH:13]=[C:14]3[C:18](=[CH:19][C:20]=2[F:21])[NH:17][N:16]=[C:15]3[CH3:22])/[C:9]#[N:10])=O)=[CH:4][CH:3]=1.[NH2:25][C:26]([CH:30]([F:32])[F:31])=[CH:27][C:28]#[N:29].C(O)(=O)C>CC(O)C>[F:31][CH:30]([F:32])[C:26]1[NH:25][C:6]([C:5]2[CH:23]=[CH:24][C:2]([F:1])=[CH:3][CH:4]=2)=[C:8]([C:9]#[N:10])[CH:11]([C:12]2[CH:13]=[C:14]3[C:18](=[CH:19][C:20]=2[F:21])[NH:17][N:16]=[C:15]3[CH3:22])[C:27]=1[C:28]#[N:29]. Reported procedure: A mixture of 200 mg (0.569 mmol) (2E)-2-(4-fluorobenzoyl)-3-(6-fluoro-3-methyl-1H-indazol-5-yl)-prop-2-enenitrile (Example 5A) and 69 mg (0.569 mmol) 3-amino-4,4-difluorobut-2-enenitrile [obtainable by Thorpe reaction of acetonitrile with 2,2-difluoroacetonitrile, cf. Org. React. 15, 1 (1967), ibid. 31, 1 (1984)] in 2-propanol (1 ml) was stirred at reflux for 12 h. Then, acetic acid (1.5 ml) was added, and stirring at reflux was continued for 6 h. Upon cooling, the mixture was concentrated under... Reactants: COC1=NC(=NC(=N1)C)N(C([O-])=O)C1=CC=CC=C1 (N-(4-methoxy-6-methyl-1,3,5-triazin-2-yl)phenylcarbamate), CN(C1=NC=CC=C1S(=O)(=O)N)C (2-dimethylamino-3-pyridylsulfonamide), 1,7-diazabicyclo[5.4.0]undec-7-ene. Solvent: O1CCOCC1 (dioxan). Reaction conditions: time 1 hour. Yields the product CN(C1=NC=CC=C1S(=O)(=O)NC(=O)NC1=NC(=NC(=N1)OC)C)C (N-[2-dimethylamino-3-pyridylsulfonyl]-N'-[4-methoxy-6-methyl-1,3,5-triazin-2-yl]urea). Isolated yield 89.6%. Reaction SMILES: [CH3:1][O:2][C:3]1[N:8]=[C:7]([CH3:9])[N:6]=[C:5]([N:10](C2C=CC=CC=2)[C:11](=[O:13])[O-])[N:4]=1.[CH3:20][N:21]([CH3:32])[C:22]1[C:27]([S:28]([NH2:31])(=[O:30])=[O:29])=[CH:26][CH:25]=[CH:24][N:23]=1>O1CCOCC1>[CH3:20][N:21]([CH3:32])[C:22]1[C:27]([S:28]([NH:31][C:11]([NH:10][C:5]2[N:4]=[C:3]([O:2][CH3:1])[N:8]=[C:7]([CH3:9])[N:6]=2)=[O:13])(=[O:30])=[O:29])=[CH:26][CH:25]=[CH:24][N:23]=1. Procedure: 3.28 g of N-(4-methoxy-6-methyl-1,3,5-triazin-2-yl)phenylcarbamate are added at room temperature to a mixture of 2.41 g of 2-dimethylamino-3-pyridylsulfonamide and 1.9 ml of 1,7-diazabicyclo[5.4.0]undec-7-ene in 30 ml of absolute dioxan. The mixture is stirred for 1 hour at this temperature and then concentrated in vacuo. The residue is stirred in 10 ml of 1N aqueous HCl and filtered. The filter residue is washed with water and ether and dried, affording 3.94 g of the title urea with a melting p...